From a dataset of the Open Reaction Database (ORD), a public repository of structured organic reaction records. describe an organic reaction: reactants, conditions, products, and yield Reactants: [H-].[Na+] (NaH), ClC=1C2=C(N=C(N1)C(F)(F)F)C=CS2 (4-chloro-2-trifluoromethylthieno[3,2-d]pyrimidine), C(C1=CC=CC=C1)=O (benzaldehyde), [I-].C[N+]1(C=NC=C1)C (N,N-dimethylimidazolium iodide). Solvent: C1CCOC1 (THF), O (water). The product is C1(=CC=CC=C1)C(=O)C=1C2=C(N=C(N1)C(F)(F)F)C=CS2 (Phenyl 2-trifluoromethylthieno[3,2-d]pyrimidin-4-ylmethanone). Yield: 72.1%. Reaction SMILES: Cl[C:2]1[C:3]2[S:14][CH:13]=[CH:12][C:4]=2[N:5]=[C:6]([C:8]([F:11])([F:10])[F:9])[N:7]=1.[CH:15](=[O:22])[C:16]1[CH:21]=[CH:20][CH:19]=[CH:18][CH:17]=1.[I-].C[N+]1(C)C=CN=C1.[H-].[Na+]>C1COCC1.O>[C:16]1([C:15]([C:2]2[C:3]3[S:14][CH:13]=[CH:12][C:4]=3[N:5]=[C:6]([C:8]([F:11])([F:10])[F:9])[N:7]=2)=[O:22])[CH:21]=[CH:20][CH:19]=[CH:18][CH:17]=1 |f:2.3,4.5|. Procedure details: A suspension of 4-chloro-2-trifluoromethylthieno[3,2-d]pyrimidine (0.3 g, 1.26 mmol), benzaldehyde (0.28 g, 2.64 mmol) and N,N-dimethylimidazolium iodide (0.2 g, 0.89 mmol) in THF (8 mL) was treated with NaH (60% dispersion in oil, 0.112 g, 2.8 mmol), refluxed for 15 min, cooled to room temperature, treated with water (4 mL) and the organic phase separated. The aqueous phase was extracted with CH2Cl2 (2×20 mL), the combined organic phase washed with brine (10 mL), dried (MgSO4), concentrated in ... Starting materials: C(C)C=1C=NC(=C(C(=O)O)C1)C1NC(C(N1)(C)C(C)C)=O (5-ethyl-2-(4-isopropyl-4-methyl-5-oxo-2-imidazolidinyl)nicotinic acid), [OH-].[Na+] (sodium hydroxide). Solvent: CO (methanol). Run at time 8 hour. The product is C(C)C=1C=NC(=C(C(=O)[O-])C1)C1NC(C(N1)(C)C(C)C)=O.[Na+] (sodium 5-ethyl-2-(4-isopropyl-4-methyl-5-oxo-2-imidazolidinyl)nicotinate). RXN SMILES: [CH2:1]([C:3]1[CH:4]=[N:5][C:6]([CH:12]2[NH:16][C:15]([CH:18]([CH3:20])[CH3:19])([CH3:17])[C:14](=[O:21])[NH:13]2)=[C:7]([CH:11]=1)[C:8]([OH:10])=[O:9])[CH3:2].[OH-].[Na+:23]>CO>[CH2:1]([C:3]1[CH:4]=[N:5][C:6]([CH:12]2[NH:16][C:15]([CH:18]([CH3:20])[CH3:19])([CH3:17])[C:14](=[O:21])[NH:13]2)=[C:7]([CH:11]=1)[C:8]([O-:10])=[O:9])[CH3:2].[Na+:23] |f:1.2,4.5|. Procedure: To 1.0 g 5-ethyl-2-(4-isopropyl-4-methyl-5-oxo-2-imidazolidinyl)nicotinic acid is added a solution of 0.1498 g sodium hydroxide in 20 mL absolute methanol. The mixture is stirred under nitrogen at room temperature overnight. The solvent is removed to give a solid which is dried in a vacuum oven at 60° C. for two days. The thus-formed sodium 5-ethyl-2-(4-isopropyl-4-methyl-5-oxo-2-imidazolidinyl)nicotinate darkens at 230° C. and decomposes at 247°-250° C. Starting materials: N[C@H](CO)CC1=CC=CC=C1 ((S)-(−)-2-amino-3-phenyl-1-propanol), Cl (hydrochloric acid). The solvent is O (water). Yields the product solution, Cl.N[C@H](CO)CC1=CC=CC=C1 ((S)-(−)-2-amino-3-phenyl-1-propanol hydrochloride salt). As a reaction SMILES: [NH2:1][C@@H:2]([CH2:5][C:6]1[CH:11]=[CH:10][CH:9]=[CH:8][CH:7]=1)[CH2:3][OH:4].[ClH:12]>O>[ClH:12].[NH2:1][C@@H:2]([CH2:5][C:6]1[CH:11]=[CH:10][CH:9]=[CH:8][CH:7]=1)[CH2:3][OH:4] |f:3.4|. Procedure: The salt (S)-(−)-2-amino-3-phenyl-1-propanol hydrochloride (RV 4) was obtained by dissolving (S)-(−)-2-amino-3-phenyl-1-propanol, obtained from Sigma-Aldrich (Aldrich ref. 190438, CAS#3182-95-4) in Milli-Q® water and by adding hydrochloric acid (HCl) so as to obtain a 992 mM solution of the (S)-(−)-2-amino-3-phenyl-1-propanol hydrochloride salt. Starting materials: [BH-](OC(=O)C)(OC(=O)C)OC(=O)C.[Na+] (NaBH(OAc)3), NCC1=C2C(=CC=C1)N(C[C@]21CN(CC1)CC1=CC=CC=C1)C=1C2=C(N=CN1)[C@@H](C[C@H]2C)O ((5R,7R)-4-((S)-4-(aminomethyl)-1′-benzylspiro[indoline-3,3′-pyrrolidine]-1-yl)-5-methyl-6,7-dihydro-5H-cyclopenta[d]pyrimidin-7-ol), CC(=O)C (acetone). Solvent: ClCCCl (DCE), C(Cl)Cl (DCM). Run at time 8 hour. The product is C(C1=CC=CC=C1)N1C[C@@]2(CC1)CN(C1=CC=CC(=C12)CNC(C)C)C=1C2=C(N=CN1)[C@@H](C[C@H]2C)O ((5R,7R)-4-((S)-1′-benzyl-4-((isopropylamino)methyl)spiro[indoline-3,3′-pyrrolidine]-1-yl)-5-methyl-6,7-dihydro-5H-cyclopenta[d]pyrimidin-7-ol). The yield is 91.2%. RXN SMILES: [BH-](OC(C)=O)(OC(C)=O)OC(C)=O.[Na+].[NH2:15][CH2:16][C:17]1[CH:22]=[CH:21][CH:20]=[C:19]2[N:23]([C:37]3[C:38]4[C@H:45]([CH3:46])[CH2:44][C@@H:43]([OH:47])[C:39]=4[N:40]=[CH:41][N:42]=3)[CH2:24][C@@:25]3([CH2:29][CH2:28][N:27]([CH2:30][C:31]4[CH:36]=[CH:35][CH:34]=[CH:33][CH:32]=4)[CH2:26]3)[C:18]=12.[CH3:48][C:49]([CH3:51])=O>ClCCCl.C(Cl)Cl>[CH2:30]([N:27]1[CH2:28][CH2:29][C@:25]2([C:18]3[C:19](=[CH:20][CH:21]=[CH:22][C:17]=3[CH2:16][NH:15][CH:49]([CH3:51])[CH3:48])[N:23]([C:37]3[C:38]4[C@H:45]([CH3:46])[CH2:44][C@@H:43]([OH:47])[C:39]=4[N:40]=[CH:41][N:42]=3)[CH2:24]2)[CH2:26]1)[C:31]1[CH:32]=[CH:33][CH:34]=[CH:35][CH:36]=1 |f:0.1|. Reported procedure: NaBH(OAc)3 (57.6 mg, 0.272 mmol) was added to a solution of (5R,7R)-4-((S)-4-(aminomethyl)-1′-benzylspiro[indoline-3,3′-pyrrolidine]-1-yl)-5-methyl-6,7-dihydro-5H-cyclopenta[d]pyrimidin-7-ol (40 mg, 0.091 mmol), acetone (52.6 mg, 0.906 mmol) in DCE (1.0 mL), and the resulting solution was stirred at ambient temperature for 8 hours. The reaction mixture was diluted with DCM and washed with 25% NaOH. The aqueous layer was separated and extracted with DCM (3×). The combined organic layers were drie... The reactants are CC(=O)O, C#N, Cn1ncc(C=O)c1N. Product: Cn1ncc(C(O)CN)c1N. RXN SMILES: [CH3:12][C:13](=[O:14])[OH:15].[CH:10]#[N:11].[NH2:1][c:2]1[c:3]([CH:8]=[O:9])[cH:4][n:5][n:6]1[CH3:7]>>[NH2:1][c:2]1[c:3]([CH:8]([OH:9])[CH2:10][NH2:11])[cH:4][n:5][n:6]1[CH3:7]. The reactants are compound, BrC=1C=C2C(=NC1)N(C(O2)=O)CC#N (6-bromo-3-(cyanomethyl)oxazolo[4,5-b]pyridin-2(3H)-one), BrC=1C=C2C(=NC1)N(C(O2)=O)C (6-bromo-3-methyloxazolo[4,5-b]pyridin-2(3H)-one). Yields the product C(#N)CN1C(OC=2C1=NC=C(C2)C(C)=O)=O (3-CYANOMETHYL-6-ACETYLOXAZOLO[4,5-b]PYRIDIN-2(3H)-ONE). RXN SMILES: Br[C:2]1[CH:3]=[C:4]2[O:10][C:9](=[O:11])[N:8]([CH2:12][C:13]#[N:14])[C:5]2=[N:6][CH:7]=1.BrC1[CH:17]=[C:18]2[O:24]C(=O)N(C)C2=NC=1>>[C:13]([CH2:12][N:8]1[C:5]2=[N:6][CH:7]=[C:2]([C:18](=[O:24])[CH3:17])[CH:3]=[C:4]2[O:10][C:9]1=[O:11])#[N:14]. Procedure: The method of operation is the same as that used for the synthesis of the compound of Example 1 (coupling with 1-ethoxy-1-(trimethylstannyl)ethylene). 6-bromo-3-(cyanomethyl)oxazolo[4,5-b]pyridin-2(3H)-one from Preparation 3 is used instead of the 6-bromo-3-methyloxazolo[4,5-b]pyridin-2(3H)-one from Preparation 2. The yield obtained is 60%. ##STR48##